The task is: describe an organic reaction: reactants, conditions, products, and yield. This data is from the Open Reaction Database (ORD), a public repository of structured organic reaction records. Reported procedure: (R)-2,3-Dihydrobenzo[1,4]dioxin-2-yl-[(S*)-3-(3-trifluoromethylphenyl)piperidin-1-yl]methanone (29 mg, 0.074 mmol) was treated with BH3THF according to the above general procedure. Flash chromatography gave 15 mg of the title compound. Reactants: O1[C@H](COC2=C1C=CC=C2)C(=O)N2C[C@@H](CCC2)C2=CC(=CC=C2)C(F)(F)F ((R)-2,3-Dihydrobenzo[1,4]dioxin-2-yl-[(S*)-3-(3-trifluoromethylphenyl)piperidin-1-yl]methanone), B.C1CCOC1 (BH3THF). RXN SMILES: [O:1]1[C:6]2[CH:7]=[CH:8][CH:9]=[CH:10][C:5]=2[O:4][CH2:3][C@@H:2]1[C:11]([N:13]1[CH2:18][CH2:17][CH2:16][C@@H:15]([C:19]2[CH:24]=[CH:23][CH:22]=[C:21]([C:25]([F:28])([F:27])[F:26])[CH:20]=2)[CH2:14]1)=O.B.C1COCC1>>[O:1]1[C:6]2[CH:7]=[CH:8][CH:9]=[CH:10][C:5]=2[O:4][CH2:3][C@@H:2]1[CH2:11][N:13]1[CH2:18][CH2:17][CH2:16][C@@H:15]([C:19]2[CH:24]=[CH:23][CH:22]=[C:21]([C:25]([F:27])([F:26])[F:28])[CH:20]=2)[CH2:14]1 |f:1.2|. Yield: 53.7%. Yields the product O1[C@H](COC2=C1C=CC=C2)CN2C[C@@H](CCC2)C2=CC(=CC=C2)C(F)(F)F ((S*)-1-[(S)-1-(2,3-Dihydrobenzo[1,4]dioxin-2-yl)methyl]-3-(3-trifluoromethyl-phenyl)piperidine). The reactants are ClCC1=CC=CC2=CC=CC=C12 (α-chloromethylnaphthalene), C(#N)CCC(C(=O)O)CC1=CC=CC2=CC=CC=C12 (4-Cyano-2(R,S)-α-naphthylmethylbutyric acid), C(C)OC(C(C(=O)OCC)CCC#N)=O (2-cyanoethylmalonic acid diethyl ester), [H-].[Na+] (sodium hydride). Solvent: CN(C)C=O (DMF), CN(C)C=O (DMF). Conditions: time 2 hour. Yields the product C(C)OC(C(C(=O)OCC)(CC1=CC=CC2=CC=CC=C12)CCC#N)=O (2-cyanoethyl-α-naphthylmethylmalonic acid diethyl ester). Reaction SMILES: C(CCC([CH2:9][C:10]1[C:19]2[C:14](=[CH:15][CH:16]=[CH:17][CH:18]=2)[CH:13]=[CH:12][CH:11]=1)C(O)=O)#N.[CH2:20]([O:22][C:23](=[O:34])[CH:24]([CH2:30][CH2:31][C:32]#[N:33])[C:25]([O:27][CH2:28][CH3:29])=[O:26])[CH3:21].[H-].[Na+].ClCC1C2C(=CC=CC=2)C=CC=1>CN(C=O)C>[CH2:28]([O:27][C:25](=[O:26])[C:24]([CH2:30][CH2:31][C:32]#[N:33])([CH2:9][C:10]1[C:19]2[C:14](=[CH:15][CH:16]=[CH:17][CH:18]=2)[CH:13]=[CH:12][CH:11]=1)[C:23]([O:22][CH2:20][CH3:21])=[O:34])[CH3:29] |f:2.3|. Procedure: 4-Cyano-2(R,S)-α-naphthylmethylbutyric acid: 2.13 g of 2-cyanoethylmalonic acid diethyl ester are added to a suspension of 0.48 g of sodium hydride dispersion in 25 ml of DMF. The reaction mixture is stirred for 2 hours at 80° and then, at room temperature, 1.77 g of α-chloromethylnaphthalene in 5 ml of DMF are added. The mixture is further stirred for 16 hours at 50° and then concentrated by evaporation. The residue is dissolved in ethyl acetate, washed with 0.1N hydrochloric acid and water, dr...